From a dataset of the Open Reaction Database (ORD), a public repository of structured organic reaction records. describe an organic reaction: reactants, conditions, products, and yield Reactants: ClC=1C=C(C=O)C=CC1F (3-chloro-4-fluoro-benzaldehyde), FC=1C=C2C=CN=CC2=CC1 (6-Fluoro-isoquinoline). Product: ClC1=C(C=C2C=CN=CC2=C1)F (7-Chloro-6-fluoro-isoquinoline). As a reaction SMILES: [Cl:1][C:2]1[CH:3]=[C:4]([CH:7]=[CH:8][C:9]=1[F:10])[CH:5]=O.FC1C=C2C(=CC=1)C=[N:17][CH:16]=[CH:15]2>>[Cl:1][C:2]1[CH:3]=[C:4]2[C:7]([CH:15]=[CH:16][N:17]=[CH:5]2)=[CH:8][C:9]=1[F:10]. Reported procedure: Starting from 3-chloro-4-fluoro-benzaldehyde, the title compound was prepared by the same reaction sequence as used for the synthesis of 6-fluoro-isoquinoline (3). Rt=0.77 min (Method A). Detected mass: 182.1/184.1 (M+H+). Reported procedure: To a solution of 3-phenoxyaniline (0.3 g, 1.62 mmol) in 1,2-dichloroethane (4 ml) were added N-(tert-butoxycarbonyl)-D-prolinal (0.322 g, 1.62 mmol) and sodium triacetoxyborohydride (0.480 g, 2.26 mmol). The resulting suspension was stirred overnight at 50° C. The mixture was then cooled to room temperature, water (8 ml) was added and extracted with ethyl acetate (3×20 ml). The combined organic layers were dried with magnesium sulphate, filtered and concentrated in vacuo. The residue was purifie... The product is O(C1=CC=CC=C1)C=1C=C(C=CC1)NC[C@@H]1NCCC1 ((3-Phenoxy-phenyl)-(R)-1-pyrrolidin-2-ylmethyl-amine). RXN SMILES: [O:1]([C:8]1[CH:9]=[C:10]([CH:12]=[CH:13][CH:14]=1)[NH2:11])[C:2]1[CH:7]=[CH:6][CH:5]=[CH:4][CH:3]=1.C(OC([N:22]1[CH2:28][CH2:27][CH2:26][C@@H:23]1[CH:24]=O)=O)(C)(C)C.C(O[BH-](OC(=O)C)OC(=O)C)(=O)C.[Na+].FC(F)(F)C(O)=O.[OH-].[Na+]>ClCCCl.ClCCl.O>[O:1]([C:8]1[CH:9]=[C:10]([NH:11][CH2:24][C@H:23]2[CH2:26][CH2:27][CH2:28][NH:22]2)[CH:12]=[CH:13][CH:14]=1)[C:2]1[CH:3]=[CH:4][CH:5]=[CH:6][CH:7]=1 |f:2.3,5.6|. Reactants: O(C1=CC=CC=C1)C=1C=C(N)C=CC1 (3-phenoxyaniline), C(C)(C)(C)OC(=O)N1[C@@H](C=O)CCC1 (N-(tert-butoxycarbonyl)-D-prolinal), C(C)(=O)O[BH-](OC(C)=O)OC(C)=O.[Na+] (sodium triacetoxyborohydride), FC(C(=O)O)(F)F (Trifluoroacetic acid), [OH-].[Na+] (sodium hydroxide). Reaction conditions: temperature 50 celsius, time 8 hour. The solvent is O (water), ClCCCl (1,2-dichloroethane), ClCCl (dichloromethane). Starting materials: polystyrene, C(C)(C)(C)OC(=O)OC1=CC=C(C=C)C=C1 (p-tertbutoxycarbonyloxystyrene), OC1=CC=C(C=C)C=C1 (p-hydroxystyrene). Yields the product C(C)(C)(C)OC(=O)OC1=CC=C(C=C)C=C1.OC1=CC=C(C=C)C=C1 (p-tert-butoxycarbonyloxy-styrene p-hydroxystyrene). As a reaction SMILES: [C:1]([O:5][C:6]([O:8][C:9]1[CH:16]=[CH:15][C:12]([CH:13]=[CH2:14])=[CH:11][CH:10]=1)=[O:7])([CH3:4])([CH3:3])[CH3:2].[OH:17][C:18]1[CH:25]=[CH:24][C:21]([CH:22]=[CH2:23])=[CH:20][CH:19]=1>>[C:1]([O:5][C:6]([O:8][C:9]1[CH:16]=[CH:15][C:12]([CH:13]=[CH2:14])=[CH:11][CH:10]=1)=[O:7])([CH3:4])([CH3:2])[CH3:3].[OH:17][C:18]1[CH:25]=[CH:24][C:21]([CH:22]=[CH2:23])=[CH:20][CH:19]=1 |f:2.3|. Procedure: To a solution of poly (p-tert-butoxycarbonyloxystyrene) (7.0 g) obtained in above (1) in 1,4-dioxane, conc. hydrochloric acid (5 ml) was added and continued to stir under reflux for 2 hours. After cooling, the reaction mixture was poured into H2O (1 l) and the polymer was precipitated. The polymer was filtered by suction, washed with H2O and dried under reduced pressure to give 4.8 g of poly(p-tert-butoxycarbonyloxystyrene/p-hydroxystyrene) as white powder having Mw 10000 (GPC with polystyrene c... Starting materials: ClC1=C(C(Br)Br)C=CC(=C1)F (2-chloro-4-fluorobenzal bromide), C(=O)O (formic acid), Cl (hydrochloric acid). Solvent: ice water. The product is ClC1=C(C=O)C=CC(=C1)F (2-chloro-4-fluorobenzaldehyde). Isolated yield 107.2%. As a reaction SMILES: [Cl:1][C:2]1[CH:10]=[C:9]([F:11])[CH:8]=[CH:7][C:3]=1[CH:4](Br)Br.C(O)=[O:13].Cl>>[Cl:1][C:2]1[CH:10]=[C:9]([F:11])[CH:8]=[CH:7][C:3]=1[CH:4]=[O:13]. Reported procedure: In a flask were placed 30.25 g (0.100 mole) of 2-chloro-4-fluorobenzal bromide, 45 ml (1.2 mole) of formic acid, and 15 ml of concentrated hydrochloric acid. This mixture was heated at 100°-105° C. overnight. After cooling to room temperature, the reaction mixture was poured into 200 ml of an ice/water mixture which was then extracted twice with diethyl ether. The combined extracts were washed successively with a saturated, aqueous, sodium bicarbonate solution and water. After being dried over a... The reactants are CC(=O)OO, CC(=O)O, Cc1cc(O)c(SCc2ccc(Cl)cc2Cl)c(=O)o1, O. Yields the product Cc1cc(O)c(S(=O)Cc2ccc(Cl)cc2Cl)c(=O)o1. As a reaction SMILES: [C:20]([O:21][OH:23])(=[O:22])[CH3:24].[CH3:25][C:26](=[O:27])[OH:28].[Cl:1][c:2]1[c:3]([CH2:4][S:5][c:6]2[c:7](=[O:14])[o:8][c:9]([CH3:13])[cH:10][c:11]2[OH:12])[cH:15][cH:16][c:17]([Cl:19])[cH:18]1.[OH2:29]>>[Cl:1][c:2]1[c:3]([CH2:4][S:5]([c:6]2[c:7](=[O:14])[o:8][c:9]([CH3:13])[cH:10][c:11]2[OH:12])=[O:22])[cH:15][cH:16][c:17]([Cl:19])[cH:18]1. Reactants: CCOC(=O)N1CCN(CCCCNC(C)=O)CC1, O=C([O-])[O-], Cl, [K+], [K+], O. Yields the product CCOC(=O)N1CCN(CCCCN)CC1. As a reaction SMILES: [C:1](=[O:2])([CH3:3])[NH:4][CH2:5][CH2:6][CH2:7][CH2:8][N:9]1[CH2:10][CH2:11][N:12]([C:15](=[O:16])[O:17][CH2:18][CH3:19])[CH2:13][CH2:14]1.[C:20](=[O:21])([O-:22])[O-:23].[ClH:26].[K+:24].[K+:25].[OH2:27]>>[NH2:4][CH2:5][CH2:6][CH2:7][CH2:8][N:9]1[CH2:10][CH2:11][N:12]([C:15](=[O:16])[O:17][CH2:18][CH3:19])[CH2:13][CH2:14]1. Reactants: OC1=C(C=CC(=C1)N(C)C)C1N(CCN1C1=CC=CC=C1)C1=CC=CC=C1 (2-hydroxy-4-dimethylamino-1-(1,3-diphenyl-2-imidazolidinyl)-benzene), Cl (hydrochloric acid), O (water). The solvent is C(C)O (ethanol). Product: OC1=C(C=O)C=CC(=C1)N(C)C (2-hydroxy-4-dimethylaminobenzaldehyde). Reaction SMILES: [OH:1][C:2]1[CH:7]=[C:6]([N:8]([CH3:10])[CH3:9])[CH:5]=[CH:4][C:3]=1[CH:11]1N(C2C=CC=CC=2)CCN1C1C=CC=CC=1.Cl.[OH2:29]>C(O)C>[OH:1][C:2]1[CH:7]=[C:6]([N:8]([CH3:10])[CH3:9])[CH:5]=[CH:4][C:3]=1[CH:11]=[O:29]. Reported procedure: The reaction product (XV) obtained in accordance with Example 16 is suspended in warm ethanol. A clear solution is formed, following the addition of 5 ml of 5% aqueous hydrochloric acid. 10 ml of water are added and the aqueous solution is extracted by repeated shaking with 10 ml batches of chloroform. After the chloroform has been distilled off in vacuo from the combined chloroform extracts, 2-hydroxy-4-dimethylaminobenzaldehyde (XVI) is obtained in the form of pale yellow needles, melting at 7... Starting materials: BrBr (bromine), C(C)(=O)C1=CC=C(C=C1)NS(=O)(=O)NC(C)(C)C (N-(4-acetylphenyl)-N'-tert.-butylsulfamide). Reagents/catalysts: BrBr (bromine). The solvent is O1CCOCC1 (dioxane). The product is BrCC(=O)C1=CC=C(C=C1)NS(=O)(=O)NC(C)(C)C (N-[4-(Bromoacetyl)phenyl]-N'-tert.-butylsulfamide). Reaction SMILES: [C:1]([C:4]1[CH:9]=[CH:8][C:7]([NH:10][S:11]([NH:14][C:15]([CH3:18])([CH3:17])[CH3:16])(=[O:13])=[O:12])=[CH:6][CH:5]=1)(=[O:3])[CH3:2].[Br:19]Br>BrBr.O1CCOCC1>[Br:19][CH2:2][C:1]([C:4]1[CH:5]=[CH:6][C:7]([NH:10][S:11]([NH:14][C:15]([CH3:18])([CH3:17])[CH3:16])(=[O:13])=[O:12])=[CH:8][CH:9]=1)=[O:3]. Procedure details: A few drops of bromine (from a total of 10.3 g., 0.064 mole) is added to N-(4-acetylphenyl)-N'-tert.-butylsulfamide (17.3 g., 0.064 mole) in dioxane (200 ml.) solution at 15° C. and the solution is stirred until the color is discharged. The remainder of the bromine is added during 5 min. and the solution is stirred for an additional 10 min. thereafter. The solution is concentrated in vacuo and the residue triturated with isopropyl ether to give 20.7 g. (92%) of intermediate, recrystallized from ...